This data is from the Open Reaction Database (ORD), a public repository of structured organic reaction records. The task is: describe an organic reaction: reactants, conditions, products, and yield The reactants are BrC1=C(C2=C(N1CC(=O)OC)C=C(S2)C(=O)OC(C)(C)C)C2CCCCC2 (tert-butyl 5-bromo-6-cyclohexyl-4-(2-methoxy-2-oxoethyl)-4H-thieno[3,2-b]pyrrole-2-carboxylate), C(=O)C1=C(C=CC(=C1)OC)B(O)O (2-formyl-4-methoxyphenylboronic acid), C(=O)([O-])[O-].[Na+].[Na+] (Na2CO3). Reagents/catalysts: Cl[Pd]([P](C1=CC=CC=C1)(C2=CC=CC=C2)C3=CC=CC=C3)([P](C4=CC=CC=C4)(C5=CC=CC=C5)C6=CC=CC=C6)Cl (Pd(PPh3)2Cl2). Solvent: CCOC(=O)C (EtOAc), O1CCOCC1 (dioxane). Product: C1(CCCCC1)C=1C2=C(N(C1C1=C(C=C(C=C1)OC)C=O)CC(=O)OC)C=C(S2)C(=O)OC(C)(C)C (tert-butyl 6-cyclohexyl-5-(2-formyl-4-methoxyphenyl)-4-(2-methoxy-2-oxoethyl)-4H-thieno[3,2-b]pyrrole-2-carboxylate). The yield is 57.0%. Reaction SMILES: Br[C:2]1[N:6]([CH2:7][C:8]([O:10][CH3:11])=[O:9])[C:5]2[CH:12]=[C:13]([C:15]([O:17][C:18]([CH3:21])([CH3:20])[CH3:19])=[O:16])[S:14][C:4]=2[C:3]=1[CH:22]1[CH2:27][CH2:26][CH2:25][CH2:24][CH2:23]1.[CH:28]([C:30]1[CH:35]=[C:34]([O:36][CH3:37])[CH:33]=[CH:32][C:31]=1B(O)O)=[O:29].C([O-])([O-])=O.[Na+].[Na+]>O1CCOCC1.CCOC(C)=O.Cl[Pd](Cl)([P](C1C=CC=CC=1)(C1C=CC=CC=1)C1C=CC=CC=1)[P](C1C=CC=CC=1)(C1C=CC=CC=1)C1C=CC=CC=1>[CH:22]1([C:3]2[C:4]3[S:14][C:13]([C:15]([O:17][C:18]([CH3:21])([CH3:20])[CH3:19])=[O:16])=[CH:12][C:5]=3[N:6]([CH2:7][C:8]([O:10][CH3:11])=[O:9])[C:2]=2[C:31]2[CH:32]=[CH:33][C:34]([O:36][CH3:37])=[CH:35][C:30]=2[CH:28]=[O:29])[CH2:27][CH2:26][CH2:25][CH2:24][CH2:23]1 |f:2.3.4,^1:61,80|. Reported procedure: tert-Butyl 5-bromo-6-cyclohexyl-4-(2-methoxy-2-oxoethyl)-4H-thieno[3,2-b]pyrrole-2-carboxylate (1 eq., prepared as described in Example 1, Step 3) and 2-formyl-4-methoxyphenylboronic acid (1.5 eq.) were dissolved in dioxane (0.1 M) and treated with 2 M Na2CO3 solution (2 eq.). The solution was degassed by bubbling argon through it and Pd(PPh3)2Cl2 (0.1 eq.) was added. The reaction mixture was heated to reflux for 20 min. After cooling down to RT, the mixture was diluted with EtOAc and washed wit... Starting materials: NC1=CC(=C(C=C1C#N)OC)OC (6-aminoveratronitrile), C(C)(C)O (isopropanol), N1=C(C=CC=C1)C#N (2-pyridine carbonitrile), C[O-].[Na+] (sodium methoxide). The solvent is O (water). Yields the product NC1=NC(=NC2=CC(=C(C=C12)OC)OC)C1=NC=CC=C1 (4-amino-6,7-dimethoxy-2-(2-pyridyl)quinazoline). As a reaction SMILES: [NH2:1][C:2]1[C:7]([C:8]#[N:9])=[CH:6][C:5]([O:10][CH3:11])=[C:4]([O:12][CH3:13])[CH:3]=1.[N:14]1[CH:19]=[CH:18][CH:17]=[CH:16][C:15]=1[C:20]#[N:21].C[O-].[Na+].C(O)(C)C>O>[NH2:9][C:8]1[C:7]2[C:2](=[CH:3][C:4]([O:12][CH3:13])=[C:5]([O:10][CH3:11])[CH:6]=2)[N:1]=[C:20]([C:15]2[CH:16]=[CH:17][CH:18]=[CH:19][N:14]=2)[N:21]=1 |f:2.3|. Procedure details: 8.9 g. (0.05 mol) of 6-aminoveratronitrile, 5.2 g. (0.05 mol) of 2-pyridine carbonitrile and 5.4 g. (0.1 mol) of sodium methoxide in 250 ml. of isopropanol are refluxed for 48 hours under a nitrogen atmosphere. The reaction mixture is then decomposed with water and the isopropanol is distilled off. 80 ml. of diethyl ether and 80 ml. of water are added and the layers are separated. The water is distilled off from the aqueous layer and the residue is dissolved in 100 ml. of chloroform. The solutio...